Task: describe an organic reaction: reactants, conditions, products, and yield. Dataset: the Open Reaction Database (ORD), a public repository of structured organic reaction records Reactants: CC(=O)OC1CC2OC(=O)CC2C1CC1OCCO1, O=C([O-])[O-], CC(=O)O, CO, [K+], [K+]. The product is O=C1CC2C(CC(O)C2CC2OCCO2)O1. Reaction SMILES: [C:1](=[O:2])([CH3:3])[O:4][CH:5]1[CH:6]([CH2:14][CH:15]2[O:16][CH2:17][CH2:18][O:19]2)[CH:7]2[CH2:8][C:9](=[O:13])[O:10][CH:11]2[CH2:12]1.[C:20](=[O:21])([O-:22])[O-:23].[CH3:26][C:27](=[O:28])[OH:29].[CH3:30][OH:31].[K+:24].[K+:25]>>[OH:4][CH:5]1[CH:6]([CH2:14][CH:15]2[O:16][CH2:17][CH2:18][O:19]2)[CH:7]2[CH2:8][C:9](=[O:13])[O:10][CH:11]2[CH2:12]1. Reactants: CC(C)(C)O, CCOc1ccc(NC(=O)NC(=O)C(Br)CBr)cc1, [K]. Yields the product C=C1C(=O)NC(=O)N1c1ccc(OCC)cc1. Reaction SMILES: [C:21]([OH:22])([CH3:23])([CH3:24])[CH3:25].[CH2:1]([CH3:2])[O:3][c:4]1[cH:5][cH:6][c:7]([NH:10][C:11](=[O:12])[NH:13][C:14]([CH:15]([CH2:16][Br:18])[Br:17])=[O:19])[cH:8][cH:9]1.[K:20]>>[CH2:1]([CH3:2])[O:3][c:4]1[cH:5][cH:6][c:7]([N:10]2[C:11](=[O:12])[NH:13][C:14](=[O:19])[C:15]2=[CH2:16])[cH:8][cH:9]1. Reactants: CCCCOC(=O)c1nc(Br)c2cc(Oc3ccc(F)cc3)ccc2c1O, CC(=O)[O-], CCOC(C)=O, CO, [Na+]. Yields the product CCCCOC(=O)c1ncc2cc(Oc3ccc(F)cc3)ccc2c1O. Reaction SMILES: [CH2:1]([CH2:2][CH2:3][CH3:4])[O:5][C:6](=[O:7])[c:8]1[n:9][c:10]([Br:27])[c:11]2[cH:12][c:13]([O:19][c:20]3[cH:21][cH:22][c:23]([F:26])[cH:24][cH:25]3)[cH:14][cH:15][c:16]2[c:17]1[OH:18].[CH3:29][C:30](=[O:31])[O-:32].[CH3:33][CH2:34][O:35][C:36]([CH3:37])=[O:38].[CH3:39][OH:40].[Na+:28]>>[CH2:1]([CH2:2][CH2:3][CH3:4])[O:5][C:6](=[O:7])[c:8]1[n:9][cH:10][c:11]2[cH:12][c:13]([O:19][c:20]3[cH:21][cH:22][c:23]([F:26])[cH:24][cH:25]3)[cH:14][cH:15][c:16]2[c:17]1[OH:18].